describe an organic reaction: reactants, conditions, products, and yield From a dataset of the Open Reaction Database (ORD), a public repository of structured organic reaction records. The reactants are C(#N)C=1C=CC2=C(N(C(=N2)C(NS(=O)C(C)(C)C)C2=C3C=CN(C3=C(C=C2SC)C)S(=O)(=O)C2=CC=C(C)C=C2)COCC[Si](C)(C)C)C1 ((±)-N-((6-cyano-1-((2-(trimethylsilyl)ethoxy)methyl)-1H-benzo[d]imidazol-2-yl)(7-methyl-5-(methylthio)-1-tosyl-1H-indol-4-yl)methyl)-2-methylpropane-2-sulfinamide), C(#N)C1=CC2=C(N(C(=N2)C(NS(=O)C(C)(C)C)C2=C3C=CN(C3=C(C=C2SC)C)S(=O)(=O)C2=CC=C(C)C=C2)COCC[Si](C)(C)C)C=C1 ((±)-N-((5-cyano-1-((2-(trimethylsilyl)ethoxy)methyl)-1H-benzo[d]imidazol-2-yl)(7-methyl-5-(methylthio)-1-tosyl-1H-indol-4-yl)methyl)-2-methylpropane-2-sulfinamide), Cl (HCl), CO (methanol). Conditions: temperature 60 celsius, time 2 hour. Yields the product NC(C1=NC2=C(N1)C=CC(=C2)C#N)C2=C1C=CN(C1=C(C=C2SC)C)S(=O)(=O)C2=CC=C(C)C=C2 ((±)-2-(amino(7-methyl-5-(methylthio)-1-tosyl-1H-indol-4-yl)methyl)-1H-benzo[d]imidazole-5-carbonitrile). Reaction SMILES: [C:1]([C:3]1[CH:4]=[CH:5][C:6]2[N:10]=[C:9]([CH:11]([C:19]3[C:27]([S:28][CH3:29])=[CH:26][C:25]([CH3:30])=[C:24]4[C:20]=3[CH:21]=[CH:22][N:23]4[S:31]([C:34]3[CH:40]=[CH:39][C:37]([CH3:38])=[CH:36][CH:35]=3)(=[O:33])=[O:32])[NH:12]S(C(C)(C)C)=O)[N:8](COCC[Si](C)(C)C)[C:7]=2[CH:49]=1)#[N:2].C(C1C=CC2N(COCC[Si](C)(C)C)C(C(C3C(SC)=CC(C)=C4C=3C=CN4S(C3C=CC(C)=CC=3)(=O)=O)NS(C(C)(C)C)=O)=NC=2C=1)#N.Cl.CO>>[NH2:12][CH:11]([C:19]1[C:27]([S:28][CH3:29])=[CH:26][C:25]([CH3:30])=[C:24]2[C:20]=1[CH:21]=[CH:22][N:23]2[S:31]([C:34]1[CH:35]=[CH:36][C:37]([CH3:38])=[CH:39][CH:40]=1)(=[O:33])=[O:32])[C:9]1[NH:10][C:6]2[CH:5]=[CH:4][C:3]([C:1]#[N:2])=[CH:49][C:7]=2[N:8]=1. Procedure: To a solution of a mixture of (±)-N-((6-cyano-1-((2-(trimethylsilyl)ethoxy)methyl)-1H-benzo[d]imidazol-2-yl)(7-methyl-5-(methylthio)-1-tosyl-1H-indol-4-yl)methyl)-2-methylpropane-2-sulfinamide and (±)-N-((5-cyano-1-((2-(trimethylsilyl)ethoxy)methyl)-1H-benzo[d]imidazol-2-yl)(7-methyl-5-(methylthio)-1-tosyl-1H-indol-4-yl)methyl)-2-methylpropane-2-sulfinamide (1 g, 1.36 mmol), HCl in methanol (1.25 M) (22 mL, 27 mmol) was added and the reaction stirred at 60° C. for 2 h. The reaction was then evap... The reactants are CC=1C=C(C(=O)N([C@H](CC2=CC=CC=C2)C(=O)O)C(CC)C)C=C(C1)C (N-(3,5-dimethylbenzoyl)-N-(1-methylpropyl)-(D)-phenylalanine), COC([C@H](N)CC1=CC=CC=C1)=O ((D)-phenylalanine methyl ester), C(#N)[BH3-].[Na+] (sodium cyanoborohydride), CC=1C=C(C(=O)Cl)C=C(C1)C (3,5-dimethylbenzoyl chloride), methyl ester, Cl.COC([C@@H](N)CC1=CNC2=CC=CC=C12)=O ((L)-tryptophan methyl ester hydrochloride). Reagents/catalysts: CN(C)C=1C=CN=CC1 (DMAP). Solvent: C(C)C(=O)C (ethylmethylketone). Product: CC=1C=C(C(=O)N([C@H](CC2=CC=CC=C2)C(=O)N[C@@H](CC2=CNC3=CC=CC=C23)C(=O)O)C(CC)C)C=C(C1)C (N-(3,5-dimethylbenzoyl)-N-(1-methylpropyl)-(D)-phenylalanyl-(L)-tryptophan). Reaction SMILES: [CH3:1][C:2]1[CH:3]=[C:4]([CH:23]=[C:24]([CH3:26])[CH:25]=1)[C:5]([N:7]([CH:19]([CH3:22])[CH2:20][CH3:21])[C@@H:8]([C:16](O)=[O:17])[CH2:9][C:10]1[CH:15]=[CH:14][CH:13]=[CH:12][CH:11]=1)=[O:6].COC(=O)[C@@H](CC1C=CC=CC=1)N.C([BH3-])#N.[Na+].CC1C=C(C=C(C)C=1)C(Cl)=O.Cl.C[O:57][C:58](=[O:71])[C@H:59]([CH2:61][C:62]1[C:70]2[C:65](=[CH:66][CH:67]=[CH:68][CH:69]=2)[NH:64][CH:63]=1)[NH2:60]>CN(C1C=CN=CC=1)C.C(C(C)=O)C>[CH3:26][C:24]1[CH:23]=[C:4]([CH:3]=[C:2]([CH3:1])[CH:25]=1)[C:5]([N:7]([CH:19]([CH3:22])[CH2:20][CH3:21])[C@@H:8]([C:16]([NH:60][C@H:59]([C:58]([OH:57])=[O:71])[CH2:61][C:62]1[C:70]2[C:65](=[CH:66][CH:67]=[CH:68][CH:69]=2)[NH:64][CH:63]=1)=[O:17])[CH2:9][C:10]1[CH:15]=[CH:14][CH:13]=[CH:12][CH:11]=1)=[O:6] |f:2.3,5.6|. Reported procedure: Following the procedure described in example 12 and starting from N-(3,5-dimethylbenzoyl)-N-(1-methylpropyl)-(D)-phenylalanine (prepared by reductive alkylation of (D)-phenylalanine methyl ester with ethylmethylketone in the presence of sodium cyanoborohydride followed by N-acylation with 3,5-dimethylbenzoyl chloride in the presence of DMAP and hydrolysis of the methyl ester moiety according to example 1 and (L)-tryptophan methyl ester hydrochloride gives N-(3,5-dimethylbenzoyl)-N-(1-methylpropy... The reactants are CCO, CNC(Cc1ccc(C(F)(F)F)cc1[N+](=O)[O-])c1sccc1C, Cl, [Fe], O. Yields the product CNC(Cc1ccc(C(F)(F)F)cc1N)c1sccc1C. Reaction SMILES: [CH3:27][CH2:28][OH:29].[CH3:2][c:3]1[c:4]([CH:8]([CH2:9][c:10]2[c:11]([N+:20]([O-:21])=[O:22])[cH:12][c:13]([C:16]([F:17])([F:18])[F:19])[cH:14][cH:15]2)[NH:23][CH3:24])[s:5][cH:6][cH:7]1.[ClH:1].[Fe:26].[OH2:25]>>[CH3:2][c:3]1[c:4]([CH:8]([CH2:9][c:10]2[c:11]([NH2:20])[cH:12][c:13]([C:16]([F:17])([F:18])[F:19])[cH:14][cH:15]2)[NH:23][CH3:24])[s:5][cH:6][cH:7]1. Procedure details: A mixture of methyl 2-[2-(2-ethyl-4-pyridyl)-1,3-thiazol-4-yl]acetate (Step a, 0.5 g, 1.9 mmol) and LiOH (2 N, 5.0 mL) in THF (5 mL) and MeOH (2 mL) was stirred at RT for 7 h. HCl (aq. 1 N) was added to adjust the reaction mixture to pH ˜2. The solution was evaporated and the resulting residue was partitioned between EtOAc (20 mL) and H2O (20 mL). The layers were separated and the aqueous layer was extracted again with EtOAc (2×20 mL). The organic layers were combined, dried (Na2SO4), and concen... The product is C(C)C1=NC=CC(=C1)C=1SC=C(N1)CC(=O)O (2-[2-(2-ethyl-4-pyridyl)-1,3-thiazol-4-yl]acetic acid). As a reaction SMILES: [CH2:1]([C:3]1[CH:8]=[C:7]([C:9]2[S:10][CH:11]=[C:12]([CH2:14][C:15]([O:17]C)=[O:16])[N:13]=2)[CH:6]=[CH:5][N:4]=1)[CH3:2].[Li+].[OH-].Cl>C1COCC1.CO.C(Cl)Cl>[CH2:1]([C:3]1[CH:8]=[C:7]([C:9]2[S:10][CH:11]=[C:12]([CH2:14][C:15]([OH:17])=[O:16])[N:13]=2)[CH:6]=[CH:5][N:4]=1)[CH3:2] |f:1.2|. Reactants: C(C)C1=NC=CC(=C1)C=1SC=C(N1)CC(=O)OC (methyl 2-[2-(2-ethyl-4-pyridyl)-1,3-thiazol-4-yl]acetate), [Li+].[OH-] (LiOH), Cl (HCl). The solvent is C1CCOC1 (THF), CO (MeOH), C(Cl)Cl (CH2Cl2). Conditions: time 7 hour.